This data is from the Open Reaction Database (ORD), a public repository of structured organic reaction records. The task is: describe an organic reaction: reactants, conditions, products, and yield Starting materials: COC(CCNC(C1=CC=C(C=C1)C(C1CCCCC1)OC1=CC=C(C=C1)Br)=O)=O (3-{4-[(4-bromo-phenoxy)-cyclohexyl-methyl]-benzoylamino}-propionic acid methyl ester), C(C)(C)(C)C1=CC=C(C=C1)B(O)O (4-tert-butyl phenyl boronic acid). Product: C(C)(C)(C)C1=CC=C(C=C1)C1=CC=C(C=C1)OC(C1=CC=C(C(=O)NCCC(=O)O)C=C1)C1CCCCC1 (Racemic 3-{4-[(4′-tert-butyl-biphenyl-4-yloxy)-cyclohexyl-methyl]-benzoylamino}-propionic acid). Reaction SMILES: C[O:2][C:3](=[O:30])[CH2:4][CH2:5][NH:6][C:7](=[O:29])[C:8]1[CH:13]=[CH:12][C:11]([CH:14]([O:21][C:22]2[CH:27]=[CH:26][C:25](Br)=[CH:24][CH:23]=2)[CH:15]2[CH2:20][CH2:19][CH2:18][CH2:17][CH2:16]2)=[CH:10][CH:9]=1.[C:31]([C:35]1[CH:40]=[CH:39][C:38](B(O)O)=[CH:37][CH:36]=1)([CH3:34])([CH3:33])[CH3:32]>>[C:31]([C:35]1[CH:40]=[CH:39][C:38]([C:25]2[CH:24]=[CH:23][C:22]([O:21][CH:14]([CH:15]3[CH2:20][CH2:19][CH2:18][CH2:17][CH2:16]3)[C:11]3[CH:12]=[CH:13][C:8]([C:7]([NH:6][CH2:5][CH2:4][C:3]([OH:2])=[O:30])=[O:29])=[CH:9][CH:10]=3)=[CH:27][CH:26]=2)=[CH:37][CH:36]=1)([CH3:34])([CH3:33])[CH3:32]. Procedure: The title compound is prepared in a manner substantially similar to Example 128 starting from 3-{4-[(4-bromo-phenoxy)-cyclohexyl-methyl]-benzoylamino}-propionic acid methyl ester and 4-tert-butyl phenyl boronic acid. MS: 512.3 [M−H]. Starting materials: COC(=O)c1cncc(-c2csc(N=C(N)N)n2)c1, N, C1CCOC1. The product is NC(=O)c1cncc(-c2csc(N=C(N)N)n2)c1. As a reaction SMILES: [NH2:1][C:2]([NH2:3])=[N:4][c:5]1[s:6][cH:7][c:8](-[c:10]2[cH:11][n:12][cH:13][c:14]([C:16]([O:18][CH3:17])=[O:19])[cH:15]2)[n:9]1.[NH3:20].[O:21]1[CH2:22][CH2:23][CH2:24][CH2:25]1>>[NH2:1][C:2]([NH2:3])=[N:4][c:5]1[s:6][cH:7][c:8](-[c:10]2[cH:11][n:12][cH:13][c:14]([C:16](=[O:18])[NH2:20])[cH:15]2)[n:9]1. Reactants: Cl, Cl, O=C(O)c1cccc2oc(N3CCCCC3)nc12, NC1CN2CCC1CC2. The product is O=C(NC1CN2CCC1CC2)c1cccc2oc(N3CCCCC3)nc12. Reaction SMILES: [ClH:19].[ClH:20].[N:1]1([c:7]2[o:8][c:9]3[c:10]([n:11]2)[c:12]([C:16](=[O:17])[OH:18])[cH:13][cH:14][cH:15]3)[CH2:2][CH2:3][CH2:4][CH2:5][CH2:6]1.[NH2:21][CH:22]1[CH2:23][N:24]2[CH2:25][CH2:26][CH:27]1[CH2:28][CH2:29]2>>[N:1]1([c:7]2[o:8][c:9]3[c:10]([n:11]2)[c:12]([C:16](=[O:18])[NH:21][CH:22]2[CH2:23][N:24]4[CH2:25][CH2:26][CH:27]2[CH2:28][CH2:29]4)[cH:13][cH:14][cH:15]3)[CH2:2][CH2:3][CH2:4][CH2:5][CH2:6]1. Reactants: B(Br)(Br)Br (BBr3), ClC1=C(C(=CC=C1)OC)C1=CC=2N(C=3C=CC(=CC3C2C2=C1C(NC2=O)=O)OC)CCCO (4-(2-Chloro-6-methoxyphenyl)-6-(3-hydroxypropyl)-9-methoxypyrrolo[3,4-c]carbazole-1,3(2H,6H)-dione), ( 105 ). Yields the product ClC1=C(C(=CC=C1)OC)C1=CC=2N(C=3C=CC(=CC3C2C2=C1C(NC2=O)=O)O)CCCO (4-(2-Chloro-6-methoxyphenyl)-9-hydroxy-6-(3-hydroxypropyl)pyrrolo[3,4-c]carbazole-1,3(2H,6H)-dione), VI. Isolated yield 64.0%. Reaction SMILES: [Cl:1][C:2]1[CH:7]=[CH:6][CH:5]=[C:4]([O:8][CH3:9])[C:3]=1[C:10]1[C:22]2[C:23](=[O:27])[NH:24][C:25](=[O:26])[C:21]=2[C:20]2[C:19]3[CH:18]=[C:17]([O:28]C)[CH:16]=[CH:15][C:14]=3[N:13]([CH2:30][CH2:31][CH2:32][OH:33])[C:12]=2[CH:11]=1.B(Br)(Br)Br>>[Cl:1][C:2]1[CH:7]=[CH:6][CH:5]=[C:4]([O:8][CH3:9])[C:3]=1[C:10]1[C:22]2[C:23](=[O:27])[NH:24][C:25](=[O:26])[C:21]=2[C:20]2[C:19]3[CH:18]=[C:17]([OH:28])[CH:16]=[CH:15][C:14]=3[N:13]([CH2:30][CH2:31][CH2:32][OH:33])[C:12]=2[CH:11]=1. Reported procedure: The reaction of 4-(2-Chloro-6-methoxyphenyl)-6-(3-hydroxypropyl)-9-methoxypyrrolo[3,4-c]carbazole-1,3(2H,6H)-dione (V; Ar=2-chloro-6-methoxyphenyl, R10═CH2CH2CH2OH) (105) prepared as described in example 58 with BBr3 using the procedure described in example 80 and with a reaction time of 90 minutes gave 4-(2-Chloro-6-methoxyphenyl)-9-hydroxy-6-(3-hydroxypropyl)pyrrolo[3,4-c]carbazole-1,3(2H,6H)-dione (VI; Ar=2-chloro-6-methoxyphenyl, R10═CH2CH2CH2OH) (106) in a 64% yield as an orange powder, mp ... Reactants: NC1=C(C=C(C=N1)C1=CC=C(C(=O)O)C=C1)C(NC1=CC=NC=C1)=O (4-[6-amino-5-(pyridin-4-ylcarbamoyl)-pyridin-3-yl]-benzoic acid), COCCN (2-methoxy-ethylamine). The product is NC1=C(C(=O)NC2=CC=NC=C2)C=C(C=N1)C1=CC=C(C=C1)C(NCCOC)=O (2-Amino-5-[4-(2-methoxy-ethylcarbamoyl)-phenyl]-N-pyridin-4-yl-nicotinamide). Reaction SMILES: [NH2:1][C:2]1[N:7]=[CH:6][C:5]([C:8]2[CH:16]=[CH:15][C:11]([C:12](O)=[O:13])=[CH:10][CH:9]=2)=[CH:4][C:3]=1[C:17](=[O:25])[NH:18][C:19]1[CH:24]=[CH:23][N:22]=[CH:21][CH:20]=1.[CH3:26][O:27][CH2:28][CH2:29][NH2:30]>>[NH2:1][C:2]1[N:7]=[CH:6][C:5]([C:8]2[CH:16]=[CH:15][C:11]([C:12](=[O:13])[NH:30][CH2:29][CH2:28][O:27][CH3:26])=[CH:10][CH:9]=2)=[CH:4][C:3]=1[C:17]([NH:18][C:19]1[CH:24]=[CH:23][N:22]=[CH:21][CH:20]=1)=[O:25]. Procedure: Reaction of 4-[6-amino-5-(pyridin-4-ylcarbamoyl)-pyridin-3-yl]-benzoic acid with 2-methoxy-ethylamine gives “A92”; method 1: HPLC/MS: 1.25 min, [M+H]=392; Starting materials: CCOC(=O)C=C(CNC(CC(F)F)C(=O)OC)Oc1ccccc1Cl, CC#N. Yields the product COC(=O)C(CC(F)F)N1CC(Oc2ccccc2Cl)=CC1=O. Reaction SMILES: [CH2:1]([O:3][C:4](=[O:2])[CH:5]=[C:6]([CH2:7][NH:8][CH:9]([CH2:10][CH:11]([F:12])[F:13])[C:14](=[O:15])[O:16][CH3:17])[O:18][c:19]1[c:20]([Cl:25])[cH:21][cH:22][cH:23][cH:24]1)[CH3:26].[CH3:27][C:28]#[N:29]>>[O:3]=[C:4]1[CH:5]=[C:6]([O:18][c:19]2[c:20]([Cl:25])[cH:21][cH:22][cH:23][cH:24]2)[CH2:7][N:8]1[CH:9]([CH2:10][CH:11]([F:12])[F:13])[C:14](=[O:15])[O:16][CH3:17]. Reactants: Cl.Cl.C1(=C(C=CC=C1)CC(=O)N1C[C@H](CC1)NC1=NC2=CC=CC=C2C(=N1)N1CCNCCC1)C1=CC=CC=C1 (2-Biphenyl-2-yl-1-((S)-3-(4-[1,4]diazepan-1-ylquinazolin-2-ylamino)pyrrolidin-1-yl)ethanone di hydrochloride), N1=CC=CC=C1 (pyridine), C(C)(=O)OC(C)=O (acetic anhydride). Solvent: C(Cl)(Cl)Cl (chloroform). Run at time 3 hour. Yields the product Cl.C(C)(=O)N1CCN(CCC1)C1=NC(=NC2=CC=CC=C12)N[C@@H]1CN(CC1)C(CC1=C(C=CC=C1)C1=CC=CC=C1)=O (1-((S)-3-(4-(4-acetyl[1,4]diazepan-1-yl)quinazolin-2-ylamino)pyrrolidin-1-yl)-2-biphenyl-2-ylethanone mono hydrochloride). The yield is 113.9%. As a reaction SMILES: [ClH:1].Cl.[C:3]1([C:35]2[CH:40]=[CH:39][CH:38]=[CH:37][CH:36]=2)[CH:8]=[CH:7][CH:6]=[CH:5][C:4]=1[CH2:9][C:10]([N:12]1[CH2:16][CH2:15][C@H:14]([NH:17][C:18]2[N:27]=[C:26]([N:28]3[CH2:34][CH2:33][CH2:32][NH:31][CH2:30][CH2:29]3)[C:25]3[C:20](=[CH:21][CH:22]=[CH:23][CH:24]=3)[N:19]=2)[CH2:13]1)=[O:11].N1C=CC=CC=1.[C:47](OC(=O)C)(=[O:49])[CH3:48]>C(Cl)(Cl)Cl>[ClH:1].[C:47]([N:31]1[CH2:32][CH2:33][CH2:34][N:28]([C:26]2[C:25]3[C:20](=[CH:21][CH:22]=[CH:23][CH:24]=3)[N:19]=[C:18]([NH:17][C@H:14]3[CH2:15][CH2:16][N:12]([C:10](=[O:11])[CH2:9][C:4]4[CH:5]=[CH:6][CH:7]=[CH:8][C:3]=4[C:35]4[CH:40]=[CH:39][CH:38]=[CH:37][CH:36]=4)[CH2:13]3)[N:27]=2)[CH2:29][CH2:30]1)(=[O:49])[CH3:48] |f:0.1.2,6.7|. Procedure: t-Butyl 4-(2-((S)-1-(2-biphenyl-2-ylethanoyl)pyrrolidin-3-ylamino)quinazolin-4-yl)-[1,4]diazepane-1-carboxylate (0.53 g) synthesized in the same manner as in Example 1 was dissolved in ethyl acetate (3 mL), followed by addition of a solution (2.2 mL) of 4 M HCl in ethyl acetate, and the mixture was stirred overnight. Precipitated solids were collected by filtration and then washed with hexane to obtain 2-biphenyl-2-yl-1-((S)-3-(4-[1,4]diazepan-1-ylquinazolin-2-ylamino)pyrrolidin-1-yl)ethanone di...